This data is from the Open Reaction Database (ORD), a public repository of structured organic reaction records. The task is: describe an organic reaction: reactants, conditions, products, and yield Starting materials: O=C([O-])[O-], CCOC(C)=O, CCCCCC, O=C(Cl)OCc1ccccc1, ClCCl, N#CC1(N)CCC2(CC1)OCCO2, [Na+], [Na+], O, O. The product is N#CC1(NC(=O)OCc2ccccc2)CCC2(CC1)OCCO2. Reaction SMILES: [C:26](=[O:27])([O-:28])[O-:29].[C:42]([O:43][CH2:44][CH3:45])(=[O:46])[CH3:47].[CH3:36][CH2:37][CH2:38][CH2:39][CH2:40][CH3:41].[Cl:1][C:2](=[O:3])[O:4][CH2:5][c:6]1[cH:7][cH:8][cH:9][cH:10][cH:11]1.[Cl:33][CH2:34][Cl:35].[NH2:13][C:14]1([C:24]#[N:25])[CH2:15][CH2:16][C:17]2([O:18][CH2:19][CH2:20][O:21]2)[CH2:22][CH2:23]1.[Na+:30].[Na+:31].[OH2:12].[OH2:32]>>[C:2](=[O:3])([O:4][CH2:5][c:6]1[cH:7][cH:8][cH:9][cH:10][cH:11]1)[NH:13][C:14]1([C:24]#[N:25])[CH2:15][CH2:16][C:17]2([O:18][CH2:19][CH2:20][O:21]2)[CH2:22][CH2:23]1. The reactants are C1CCOC1, CCOc1cc(C(CCO)N2C(=O)c3ccccc3C2=O)ccc1OC, [Cl-], [H-], CI, [NH4+], [Na+]. Yields the product CCOc1cc(C(CCOC)N2C(=O)c3ccccc3C2=O)ccc1OC. RXN SMILES: [CH2:33]1[O:34][CH2:35][CH2:36][CH2:37]1.[CH2:5]([CH3:6])[O:7][c:8]1[cH:9][c:10]([CH:16]([CH2:17][CH2:18][OH:19])[N:20]2[C:21](=[O:30])[c:22]3[c:23]([cH:26][cH:27][cH:28][cH:29]3)[C:24]2=[O:25])[cH:11][cH:12][c:13]1[O:14][CH3:15].[Cl-:31].[H-:1].[I:3][CH3:4].[NH4+:32].[Na+:2]>>[CH3:4][O:19][CH2:18][CH2:17][CH:16]([c:10]1[cH:9][c:8]([O:7][CH2:5][CH3:6])[c:13]([O:14][CH3:15])[cH:12][cH:11]1)[N:20]1[C:21](=[O:30])[c:22]2[c:23]([cH:26][cH:27][cH:28][cH:29]2)[C:24]1=[O:25]. Starting materials: C, CCOC(C)=O, CCOC(=O)c1c(Nc2cc(F)ccc2[N+](=O)[O-])sc2ccccc12, [H][H], [Pd]. Yields the product CCOC(=O)c1c(Nc2cc(F)ccc2N)sc2ccccc12. RXN SMILES: [C:34].[CH3:28][CH2:29][O:30][C:31](=[O:32])[CH3:33].[F:1][c:2]1[cH:3][cH:4][c:5]([N+:23]([O-:24])=[O:25])[c:6]([NH:7][c:8]2[c:9]([C:17](=[O:18])[O:19][CH2:20][CH3:21])[c:10]3[c:11]([s:12]2)[cH:13][cH:14][cH:15][cH:16]3)[cH:22]1.[H:26][H:27].[Pd:35]>>[F:1][c:2]1[cH:3][cH:4][c:5]([NH2:23])[c:6]([NH:7][c:8]2[c:9]([C:17](=[O:18])[O:19][CH2:20][CH3:21])[c:10]3[c:11]([s:12]2)[cH:13][cH:14][cH:15][cH:16]3)[cH:22]1. Starting materials: C1=C(C=C(C(=C1[N+](=O)[O-])N)[N+](=O)[O-])[N+](=O)[O-] (picramide), N1C(=O)NC(=O)NC1=O (cyanuric acid), C1=C(C=C(C(=C1[N+](=O)[O-])N)[N+](=O)[O-])[N+](=O)[O-] (picramide), N1C(=O)NC(=O)NC1=O (cyanuric acid), C1([N+](=O)[O-])=CC([N+](=O)[O-])=CC([N+](=O)[O-])=C1O (picric acid), NC(=O)N (urea). Run in S1(=O)(=O)CCCC1 (sulfolane), S1(=O)(=O)CCCC1 (sulfolane). Yields the product C1([N+](=O)[O-])=CC([N+](=O)[O-])=CC([N+](=O)[O-])=C1[O-].[NH4+] (ammonium picrate), NC(=O)N (urea). Reaction SMILES: [C:1]1([C:15]([OH:16])=[C:11]([N+:12]([O-:14])=[O:13])[CH:10]=[C:6]([N+:7]([O-:9])=[O:8])[CH:5]=1)[N+:2]([O-:4])=[O:3].[NH2:17]C(N)=O.C1C([N+]([O-])=O)=C(N)C([N+]([O-])=O)=CC=1[N+]([O-])=O.[NH:37]1C(=O)NC(=O)[NH:40][C:38]1=[O:39]>S1(CCCC1)(=O)=O>[C:11]1([C:15]([O-:16])=[C:1]([N+:2]([O-:4])=[O:3])[CH:5]=[C:6]([N+:7]([O-:9])=[O:8])[CH:10]=1)[N+:12]([O-:14])=[O:13].[NH4+:17].[NH2:37][C:38]([NH2:40])=[O:39] |f:5.6|. Procedure: A slurry of picric acid (2.29 g, 0.01 mol ) and urea (1.80 g, 0.03 mol) in sulfolane (2 mL) is heated (167° C.) in a closed pressure vessel for 23 h. 13C-NMR analysis indicates quantitative conversion to picramide and cyanuric acid. Under the same conditions, ammonium picrate (2.46 g, 0.01 mol) and urea (1.80 g, 0.03 mol) in sulfolane (2 mL) gave a complete conversion to picramide and cyanuric acid.